describe an organic reaction: reactants, conditions, products, and yield From a dataset of the Open Reaction Database (ORD), a public repository of structured organic reaction records. Starting materials: Cc1cc(-c2c(F)cc3c(=O)c(C(=O)O)cn4c3c2SCC4C)cc(C)n1, CCC(=O)O, [K+], [K+], [K+], [K+], [K+], O=S(=O)([O-])[O-], O=S(=O)([O-])OOS(=O)(=O)[O-], O=S(=O)([O-])O. Yields the product Cc1cc(-c2c(F)cc3c(=O)c(C(=O)O)cn4c3c2S(=O)CC4C)cc(C)n1. As a reaction SMILES: [CH3:1][c:2]1[n:3][c:4]([CH3:27])[cH:5][c:6](-[c:8]2[c:9]([F:26])[cH:10][c:11]3[c:12]4[n:13]([cH:19][c:20]([C:23](=[O:24])[OH:25])[c:21]3=[O:22])[CH:14]([CH3:18])[CH2:15][S:16][c:17]24)[cH:7]1.[CH3:53][CH2:54][C:55](=[O:56])[OH:57].[K+:38].[K+:39].[K+:45].[K+:46].[K+:47].[O-:48][S:49](=[O:50])(=[O:51])[O-:52].[S:28](=[O:29])([O:30][O:31][S:32]([O-:33])(=[O:34])=[O:35])([O-:36])=[O:37].[S:40]([O-:41])([OH:42])(=[O:43])=[O:44]>>[CH3:1][c:2]1[n:3][c:4]([CH3:27])[cH:5][c:6](-[c:8]2[c:9]([F:26])[cH:10][c:11]3[c:12]4[n:13]([cH:19][c:20]([C:23](=[O:24])[OH:25])[c:21]3=[O:22])[CH:14]([CH3:18])[CH2:15][S:16](=[O:29])[c:17]24)[cH:7]1. Procedure: A solution of 96 mg (4.0 mmol) LiOH in 5 mL water was added dropwise to a solution of 910 mg (1.8 mmol) (R)-1-methoxycarbonyl-2-(7-methyl-1H-benzimidazol-5-yl)-ethyl 4-(2-oxo-1,2,4,5-tetrahydro-1,3-benzodiazepin-3-yl)-piperidine-1-carboxylate in 12 mL THF and the reaction solution was stirred overnight at RT. The residue was combined with 1 mL 4 M HCl and evaporated to dryness i.vac. Reactants: Cl (HCl), [Li+].[OH-] (LiOH), O=C1NC2=C(CCN1C1CCN(CC1)C(=O)O[C@H](CC1=CC3=C(NC=N3)C(=C1)C)C(=O)OC)C=CC=C2 ((R)-1-methoxycarbonyl-2-(7-methyl-1H-benzimidazol-5-yl)-ethyl 4-(2-oxo-1,2,4,5-tetrahydro-1,3-benzodiazepin-3-yl)-piperidine-1-carboxylate). Yields the product O=C1NC2=C(CCN1C1CCN(CC1)C(=O)O[C@H](CC1=CC3=C(NC=N3)C(=C1)C)C(=O)O)C=CC=C2 ((R)-1-carboxy-2-(7-methyl-1H-benzimidazol-5-yl)-ethyl 4-(2-oxo-1,2,4,5-tetrahydro-1,3-benzodiazepin-3-yl)-piperidine-1-carboxylate). Reaction conditions: time 8 hour. Run in O (water), C1CCOC1 (THF). Reaction SMILES: [Li+].[OH-].[O:3]=[C:4]1[N:10]([CH:11]2[CH2:16][CH2:15][N:14]([C:17]([O:19][C@@H:20]([C:32]([O:34]C)=[O:33])[CH2:21][C:22]3[CH:30]=[C:29]([CH3:31])[C:25]4[NH:26][CH:27]=[N:28][C:24]=4[CH:23]=3)=[O:18])[CH2:13][CH2:12]2)[CH2:9][CH2:8][C:7]2[CH:36]=[CH:37][CH:38]=[CH:39][C:6]=2[NH:5]1.Cl>O.C1COCC1>[O:3]=[C:4]1[N:10]([CH:11]2[CH2:12][CH2:13][N:14]([C:17]([O:19][C@@H:20]([C:32]([OH:34])=[O:33])[CH2:21][C:22]3[CH:30]=[C:29]([CH3:31])[C:25]4[NH:26][CH:27]=[N:28][C:24]=4[CH:23]=3)=[O:18])[CH2:15][CH2:16]2)[CH2:9][CH2:8][C:7]2[CH:36]=[CH:37][CH:38]=[CH:39][C:6]=2[NH:5]1 |f:0.1|. The reactants are O=C([O-])C(O)C(O)C(=O)[O-], CC(C)C[Al+]CC(C)C, CCCCCCCOc1cc(I)ccc1C, Cc1ccccc1, [H-], [K], [Na]. Yields the product CCCCCCCOc1cc(I)ccc1CO. Reaction SMILES: [C:27](=[O:28])([CH:29]([CH:30]([C:31]([O-:32])=[O:33])[OH:34])[OH:35])[O-:36].[CH2:2]([Al+:3][CH2:4][CH:5]([CH3:6])[CH3:7])[CH:8]([CH3:9])[CH3:10].[CH3:11][c:12]1[c:13]([O:19][CH2:20][CH2:21][CH2:22][CH2:23][CH2:24][CH2:25][CH3:26])[cH:14][c:15]([I:18])[cH:16][cH:17]1.[CH3:39][c:40]1[cH:41][cH:42][cH:43][cH:44][cH:45]1.[H-:1].[K:38].[Na:37]>>[CH2:11]([c:12]1[c:13]([O:19][CH2:20][CH2:21][CH2:22][CH2:23][CH2:24][CH2:25][CH3:26])[cH:14][c:15]([I:18])[cH:16][cH:17]1)[OH:28]. Yields the product c1ccc(CN2CCC(NCc3ccc(OCc4ccnc5ccccc45)cc3)CC2)cc1. Reaction SMILES: [BH4-:46].[CH3:48][c:49]1[cH:50][cH:51][cH:52][cH:53][cH:54]1.[NH2:21][CH:22]1[CH2:23][CH2:24][N:25]([CH2:28][c:29]2[cH:30][cH:31][cH:32][cH:33][cH:34]2)[CH2:26][CH2:27]1.[Na+:47].[OH2:55].[c:35]1([CH3:36])[cH:37][cH:38][c:39]([S:40]([OH:41])(=[O:42])=[O:43])[cH:44][cH:45]1.[n:1]1[cH:2][cH:3][c:4]([CH2:11][O:12][c:13]2[cH:14][cH:15][c:16]([CH:17]=[O:18])[cH:19][cH:20]2)[c:5]2[cH:6][cH:7][cH:8][cH:9][c:10]12>>[n:1]1[cH:2][cH:3][c:4]([CH2:11][O:12][c:13]2[cH:14][cH:15][c:16]([CH2:17][NH:21][CH:22]3[CH2:23][CH2:24][N:25]([CH2:28][c:29]4[cH:30][cH:31][cH:32][cH:33][cH:34]4)[CH2:26][CH2:27]3)[cH:19][cH:20]2)[c:5]2[cH:6][cH:7][cH:8][cH:9][c:10]12. Reactants: [BH4-], Cc1ccccc1, NC1CCN(Cc2ccccc2)CC1, [Na+], O, Cc1ccc(S(=O)(=O)O)cc1, O=Cc1ccc(OCc2ccnc3ccccc23)cc1. The reactants are N1(CCNCC1)C1=NN2C(N=CC=C2C2=CC=NC=C2)=N1 (2-(1-Piperazinyl)-7-(4-pyridyl)[1,2,4]triazolo-[1,5-a]pyrimidine), O1C(COC2=CC=CC=C2)C1 (2,3-epoxypropoxybenzene), CC(C)O (2-propanol), [Si]([O-])([O-])([O-])[O-].[Mg+2].[Mg+2] (magnesium silicate). Solvent: ClCCl (dichloromethane). Product: O(C1=CC=CC=C1)CC(CN1CCN(CC1)C1=NN2C(N=CC=C2C2=CC=NC=C2)=N1)O (α-(Phenoxymethyl)-4-[7-(4-pyridinyl)[1,2,4]triazolo-[1,5-a]pyrimidin-2-yl]-1-piperazinethanol). Isolated yield 15.0%. As a reaction SMILES: [N:1]1([C:7]2[N:21]=[C:10]3[N:11]=[CH:12][CH:13]=[C:14]([C:15]4[CH:20]=[CH:19][N:18]=[CH:17][CH:16]=4)[N:9]3[N:8]=2)[CH2:6][CH2:5][NH:4][CH2:3][CH2:2]1.[O:22]1[CH2:32][CH:23]1[CH2:24][O:25][C:26]1[CH:31]=[CH:30][CH:29]=[CH:28][CH:27]=1.CC(O)C.[Si]([O-])([O-])([O-])[O-].[Mg+2].[Mg+2]>ClCCl>[O:25]([CH2:24][CH:23]([OH:22])[CH2:32][N:4]1[CH2:3][CH2:2][N:1]([C:7]2[N:21]=[C:10]3[N:11]=[CH:12][CH:13]=[C:14]([C:15]4[CH:20]=[CH:19][N:18]=[CH:17][CH:16]=4)[N:9]3[N:8]=2)[CH2:6][CH2:5]1)[C:26]1[CH:31]=[CH:30][CH:29]=[CH:28][CH:27]=1 |f:3.4.5|. Procedure: A mixture of 2.6 g (0.0093 moles) of 2-(1-piperazinyl)-7-(4-pyridyl)[1,2,4]triazolo[1,5-a]pyrimidine (prepared as described in Example 47), 1.4 g (0.0093 moles) of 2,3-epoxypropoxybenzene and 25.0 ml of 2-propanol was heated at reflux for 5 hours. The reaction mixture was evaporated in vacuo and gave a solid. The solid was dissolved in dichloromethane and passed through a pad of magnesium silicate. The effluent was evaporated to a solid. The solid was recrystallized from ethanol/ether/hexane, fi... Starting materials: COC(=O)C(Cc1cccc(-c2cc(C(C)(C)S(C)(=O)=O)cc3cccnc23)c1)c1ccc(SC)cc1, ClCCl. The product is CSc1ccc(C(C=O)Cc2cccc(-c3cc(C(C)(C)S(C)(=O)=O)cc4cccnc34)c2)cc1. RXN SMILES: [CH3:1][O:2][C:3]([CH:4]([CH2:5][c:6]1[cH:7][c:8](-[c:12]2[cH:13][c:14]([C:22]([CH3:23])([CH3:24])[S:25](=[O:26])(=[O:27])[CH3:28])[cH:15][c:16]3[cH:17][cH:18][cH:19][n:20][c:21]23)[cH:9][cH:10][cH:11]1)[c:29]1[cH:30][cH:31][c:32]([S:35][CH3:36])[cH:33][cH:34]1)=[O:37].[Cl:38][CH2:39][Cl:40]>>[O:2]=[CH:3][CH:4]([CH2:5][c:6]1[cH:7][c:8](-[c:12]2[cH:13][c:14]([C:22]([CH3:23])([CH3:24])[S:25](=[O:26])(=[O:27])[CH3:28])[cH:15][c:16]3[cH:17][cH:18][cH:19][n:20][c:21]23)[cH:9][cH:10][cH:11]1)[c:29]1[cH:30][cH:31][c:32]([S:35][CH3:36])[cH:33][cH:34]1. Starting materials: [NH4+].[Cl-] (NH4Cl), FC1=CC=C(C=C1)SC1=C(C=O)C(=CC=C1)F (2-(4-fluorophenylthio)-6-fluorobenzaldehyde), C(=C)[Mg]Br (Vinylmagnesium bromide), solution. Conditions: temperature -78 celsius. Product: FC1=CC=C(C=C1)SC1=C(C(=CC=C1)F)C(C=C)O (1-[2-(4-fluorophenylthio)-6-fluorophenyl]prop-2-en-1-ol). The solvent is C1CCOC1 (THF), C1CCOC1 (THF). Procedure: 2-(4-fluorophenylthio)-6-fluorobenzaldehyde (2.06 g, 8.23 mmol) is dissolved in 21 ml of dry THF and cooled to -78° C. Vinylmagnesium bromide solution (12.4 ml of a 1.0M solution in THF) is then added dropwise and the reaction mixture is allowed to warm to room temperature. The reaction mixture is then poured into saturated NH4Cl and extracted twice with diethyl ether. The extracts are washed with water and then brine and dried over K2CO3 to afford the subtitle compound. RXN SMILES: [F:1][C:2]1[CH:7]=[CH:6][C:5]([S:8][C:9]2[CH:16]=[CH:15][CH:14]=[C:13]([F:17])[C:10]=2[CH:11]=[O:12])=[CH:4][CH:3]=1.[CH:18]([Mg]Br)=[CH2:19].[NH4+].[Cl-]>C1COCC1>[F:1][C:2]1[CH:3]=[CH:4][C:5]([S:8][C:9]2[CH:16]=[CH:15][CH:14]=[C:13]([F:17])[C:10]=2[CH:11]([OH:12])[CH:18]=[CH2:19])=[CH:6][CH:7]=1 |f:2.3|.